This data is from the Open Reaction Database (ORD), a public repository of structured organic reaction records. The task is: describe an organic reaction: reactants, conditions, products, and yield Starting materials: Cl (hydrochloric acid), N1=CC=CC=C1 (pyridine), CS(=O)(=O)Cl (methanesulfonylchloride), FC1=C(C=CC(=C1)I)N (2-fluoro-4-iodophenylamine). Solvent: ClCCl (dichloromethane). Conditions: time 1 hour. The product is FC1=C(C=CC(=C1)I)NS(=O)(=O)C (2-fluoro-4-iodo-1-methanesulfonylaminobenzene). Isolated yield 95.0%. As a reaction SMILES: [F:1][C:2]1[CH:7]=[C:6]([I:8])[CH:5]=[CH:4][C:3]=1[NH2:9].N1C=CC=CC=1.[CH3:16][S:17](Cl)(=[O:19])=[O:18].Cl>ClCCl>[F:1][C:2]1[CH:7]=[C:6]([I:8])[CH:5]=[CH:4][C:3]=1[NH:9][S:17]([CH3:16])(=[O:19])=[O:18]. Procedure details: 2-fluoro-4-iodophenylamine (1.50 g) was dissolved in dichloromethane (40 ml) and to the solution were added pyridine (1.02 ml) and methanesulfonylchloride (700 μl). The mixture was stirred at room temperature for 1 hour and 1.5 N aqueous hydrochloric acid was added thereto to quench the reaction. The resulting mixture was extracted with dichloromethane, dried over anhydrous magnesium sulfate, and then concentrated under reduced pressure. The obtained residue was column-chromatographed (ethyl ace... Starting materials: ClCC1CN(C=2C=C(C3=C(C12)C=CC=C3)[N+](=O)[O-])C(\C=C\C3=CC(=CC=C3)OC)=O (1-(chloromethyl)-3-[(E)-3-methoxycinnamoyl]-5-nitro-1,2-dihydro-3H-benz[e]indole), CO (MeOH), O (H2O), CC(=O)O (AcOH), CaO. The reagents and catalysts are [Fe] (Fe). The solvent is C1CCOC1 (THF). The product is NC=1C2=C(C=3C(CN(C3C1)C(\C=C\C1=CC(=CC=C1)OC)=O)CCl)C=CC=C2 (5-amino-1-(chloromethyl)-3-[(E)-3-methoxycinnamoyl]-1,2-dihydro-3H-benz[e]indole). Isolated yield 53.8%. Reaction SMILES: [Cl:1][CH2:2][CH:3]1[C:11]2[C:10]3[CH:12]=[CH:13][CH:14]=[CH:15][C:9]=3[C:8]([N+:16]([O-])=O)=[CH:7][C:6]=2[N:5]([C:19](=[O:30])/[CH:20]=[CH:21]/[C:22]2[CH:27]=[CH:26][CH:25]=[C:24]([O:28][CH3:29])[CH:23]=2)[CH2:4]1.CO.O.CC(O)=O>C1COCC1.[Fe]>[NH2:16][C:8]1[C:9]2[CH:15]=[CH:14][CH:13]=[CH:12][C:10]=2[C:11]2[CH:3]([CH2:2][Cl:1])[CH2:4][N:5]([C:19](=[O:30])/[CH:20]=[CH:21]/[C:22]3[CH:27]=[CH:26][CH:25]=[C:24]([O:28][CH3:29])[CH:23]=3)[C:6]=2[CH:7]=1. Procedure: To a hot solution of 14l (110 mg, 0.26 mmol) in THF (10 mL) was added in sequential fashion MeOH (5 mL), H2O (2 mL), AcOH (0.2 mL) and Fe powder (0.5 mL). The mixture was heated at reflux for 1 h, then basified with CaO (1 g), filtered, concentrated to a small volume under reduced pressure below 30° C. and diluted with water. The resulting precipitate was chromatographed on silica gel, eluting with CH2Cl2 /EtOAc (9:1), to give a solid which was recrystallised from CH2Cl2 /petroleum ether to give...